Dataset: the Open Reaction Database (ORD), a public repository of structured organic reaction records. Task: describe an organic reaction: reactants, conditions, products, and yield The reactants are BrC1=CC=C(C(C(=O)O)=C1)O (5-bromosalicylic acid), NC=1SC(=C(N1)C(F)(F)F)Br (2-amino-5-bromo-4-(trifluoromethyl)thiazole), raw materials. The product is BrC=1C=CC(=C(C(=O)NC=2SC(=C(N2)C(F)(F)F)Br)C1)O (5-Bromo-N-[5-bromo-4-(trifluoromethyl)thiazol-2-yl]-2-hydroxybenzamide). RXN SMILES: [Br:1][C:2]1[CH:10]=[C:6]([C:7]([OH:9])=O)[C:5]([OH:11])=[CH:4][CH:3]=1.[NH2:12][C:13]1[S:14][C:15]([Br:22])=[C:16]([C:18]([F:21])([F:20])[F:19])[N:17]=1>>[Br:1][C:2]1[CH:3]=[CH:4][C:5]([OH:11])=[C:6]([CH:10]=1)[C:7]([NH:12][C:13]1[S:14][C:15]([Br:22])=[C:16]([C:18]([F:21])([F:19])[F:20])[N:17]=1)=[O:9]. Procedure details: Using 5-bromosalicylic acid and 2-amino-5-bromo-4-(trifluoromethyl)thiazole as the raw materials, the same operation as the example 16 gave the title compound. (2-Amino-5-bromo-4-(trifluoromethyl)thiazole: refer to J. Heterocycl. Chem., 1991, 28, 1017.) The reactants are CCC(=O)O, CS(=O)(=O)Cl, Nc1ccccc1-c1ccc2[nH]c(=O)c3[nH]ccc3c2c1, O, c1ccncc1. Product: CCC(=O)O, CS(=O)(=O)Nc1ccccc1-c1ccc2[nH]c(=O)c3[nH]ccc3c2c1. RXN SMILES: [CH2:6]([CH3:7])[C:8](=[O:9])[OH:10].[CH3:1][S:2]([Cl:3])(=[O:4])=[O:5].[NH2:11][c:12]1[c:13](-[c:18]2[cH:19][c:20]3[c:21]4[c:22]([c:23](=[O:28])[nH:24][c:25]3[cH:26][cH:27]2)[nH:29][cH:30][cH:31]4)[cH:14][cH:15][cH:16][cH:17]1.[OH2:32].[cH:33]1[cH:34][cH:35][n:36][cH:37][cH:38]1>>[CH2:6]([CH3:7])[C:8](=[O:9])[OH:10].[CH3:1][S:2](=[O:4])(=[O:5])[NH:11][c:12]1[c:13](-[c:18]2[cH:19][c:20]3[c:21]4[c:22]([c:23](=[O:28])[nH:24][c:25]3[cH:26][cH:27]2)[nH:29][cH:30][cH:31]4)[cH:14][cH:15][cH:16][cH:17]1.